Dataset: the Open Reaction Database (ORD), a public repository of structured organic reaction records. Task: describe an organic reaction: reactants, conditions, products, and yield Starting materials: CN(C1=CC2=C(S1)C=CC=C2)C (2-dimethylaminobenzo[b]thiophene), [N+](=O)([O-])C1=CC=C(C(=O)Cl)C=C1 (4-nitrobenzoyl chloride). The solvent is ClC1=CC=CC=C1 (chlorobenzene). Run at temperature 105 celsius. Yields the product [N+](=O)([O-])C1=CC=C(C=C1)C(=O)C=1C2=C(SC1N(C)C)C=CC=C2 (2-Dimethylaminobenzo[b]thiophene-3-yl 4-Nitrophenyl Ketone). Reaction SMILES: [CH3:1][N:2]([CH3:12])[C:3]1[S:7][C:6]2[CH:8]=[CH:9][CH:10]=[CH:11][C:5]=2[CH:4]=1.[N+:13]([C:16]1[CH:24]=[CH:23][C:19]([C:20](Cl)=[O:21])=[CH:18][CH:17]=1)([O-:15])=[O:14]>ClC1C=CC=CC=1>[N+:13]([C:16]1[CH:17]=[CH:18][C:19]([C:20]([C:4]2[C:5]3[CH:11]=[CH:10][CH:9]=[CH:8][C:6]=3[S:7][C:3]=2[N:2]([CH3:12])[CH3:1])=[O:21])=[CH:23][CH:24]=1)([O-:15])=[O:14]. Procedure details: A mixture of 5.00 g (28.2 mmol) of 2-dimethylaminobenzo[b]thiophene (Vesterager et al., Tetrahedron, 1973, 29, 321-329) and 6.3 g (33.9 mmol) of 4-nitrobenzoyl chloride in 100 mL of chlorobenzene was heated at 105° C. for 6 h. The reaction was cooled and concentrated in vacuo. Purification of the residue by flash chromatography (SiO2; 5% then 10% then 25% EtOAc in hexanes) afforded 7.51 g (23.0 mmol; 82%) of the title compound as burgundy flakes. The reactants are COC1=NC=C(C=N1)C1=C(C(=O)O)C=C(C=C1)C (2-(2-methoxypyrimidin-5-yl)-5-methylbenzoic acid), ClC=1C=CC2=C(N=C(O2)NC[C@H]2NCCC[C@H]2C)C1 (5-chloro-N-(((2S,3R)-3-methylpiperidin-2-yl)methyl)benzo[d]oxazol-2-amine). Yields the product ClC=1C=CC2=C(N=C(O2)NC[C@H]2N(CCC[C@H]2C)C(=O)C2=C(C=CC(=C2)C)C=2C=NC(=NC2)OC)C1 (((2S,3R)-2-(((5-Chlorobenzo[d]oxazol-2-yl)amino)methyl)-3-methylpiperidin-1-yl)(2-(2-methoxypyrimidin-5-yl)-5-methylphenyl)methanone). Reaction SMILES: [CH3:1][O:2][C:3]1[N:8]=[CH:7][C:6]([C:9]2[CH:17]=[CH:16][C:15]([CH3:18])=[CH:14][C:10]=2[C:11]([OH:13])=O)=[CH:5][N:4]=1.[Cl:19][C:20]1[CH:21]=[CH:22][C:23]2[O:27][C:26]([NH:28][CH2:29][C@@H:30]3[C@H:35]([CH3:36])[CH2:34][CH2:33][CH2:32][NH:31]3)=[N:25][C:24]=2[CH:37]=1>>[Cl:19][C:20]1[CH:21]=[CH:22][C:23]2[O:27][C:26]([NH:28][CH2:29][C@@H:30]3[C@H:35]([CH3:36])[CH2:34][CH2:33][CH2:32][N:31]3[C:11]([C:10]3[CH:14]=[C:15]([CH3:18])[CH:16]=[CH:17][C:9]=3[C:6]3[CH:7]=[N:8][C:3]([O:2][CH3:1])=[N:4][CH:5]=3)=[O:13])=[N:25][C:24]=2[CH:37]=1. Reported procedure: The title compound was prepared following the same general protocol as described in Example A1, using 2-(2-methoxypyrimidin-5-yl)-5-methylbenzoic acid and 5-chloro-N-(((2S,3R)-3-methylpiperidin-2-yl)methyl)benzo[d]oxazol-2-amine. ESI-MS (m/z): 506 [M+1]+. The reactants are O=C([O-])O, CN(C)C=NS(=O)(=O)c1ccccc1-c1ccc(CBr)cc1, CC(=O)O, [Na+], O. The product is CN(C)C=NS(=O)(=O)c1ccccc1-c1ccc(C=O)cc1. As a reaction SMILES: [C:27](=[O:28])([OH:29])[O-:30].[CH3:1][N:2]([CH3:3])[CH:4]=[N:5][S:6](=[O:7])(=[O:8])[c:9]1[c:10](-[c:15]2[cH:16][cH:17][c:18]([CH2:21][Br:22])[cH:19][cH:20]2)[cH:11][cH:12][cH:13][cH:14]1.[CH3:23][C:24]([OH:25])=[O:26].[Na+:31].[OH2:32]>>[CH3:1][N:2]([CH3:3])[CH:4]=[N:5][S:6](=[O:7])(=[O:8])[c:9]1[c:10](-[c:15]2[cH:16][cH:17][c:18]([CH:21]=[O:25])[cH:19][cH:20]2)[cH:11][cH:12][cH:13][cH:14]1. Starting materials: CCOC(=O)Cl, Cc1ccccc1, CCCCCC, C=CCN1CCN(Cc2ccccc2)CC1c1ccc(Cl)cc1, Cl, Cl, [Na+], [OH-], O. The product is C=CCN1CCN(C(=O)OCC)CC1c1ccc(Cl)cc1. Reaction SMILES: [C:35]([O:36][CH2:37][CH3:38])(=[O:39])[Cl:40].[CH3:26][c:27]1[cH:28][cH:29][cH:30][cH:31][cH:32]1.[CH3:42][CH2:43][CH2:44][CH2:45][CH2:46][CH3:47].[Cl:3][c:4]1[cH:5][cH:6][c:7]([CH:10]2[N:11]([CH2:23][CH:24]=[CH2:25])[CH2:12][CH2:13][N:14]([CH2:16][c:17]3[cH:18][cH:19][cH:20][cH:21][cH:22]3)[CH2:15]2)[cH:8][cH:9]1.[ClH:1].[ClH:2].[Na+:34].[OH-:33].[OH2:41]>>[Cl:3][c:4]1[cH:5][cH:6][c:7]([CH:10]2[N:11]([CH2:23][CH:24]=[CH2:25])[CH2:12][CH2:13][N:14]([C:35]([O:36][CH2:37][CH3:38])=[O:39])[CH2:15]2)[cH:8][cH:9]1. The product is C(C)OC(C(C)(C)OC1=C(C=C(C=C1)F)\C=C\1/C(NC2=CC(=CC=C12)Cl)=O)=O (Z-2-[2-(6-chloro-2-oxo-1,2-dihydro-indol-3-ylidenemethyl)-4-fluoro-phenoxy]-2-methyl-propionic acid ethyl ester). Run at temperature 70 celsius. Solvent: CO (methanol). Yield: 78.1%. Procedure: To the mixture of 6-chlorooxindole (5.3 g, 31.7 mmol) and 2-(4-fluoro-2-formyl-phenoxy)-2-methyl-propionic acid ethyl ester (8 g, 31.7 mmol) in methanol (30 mL) was added pyrrolidine (2.6 mL, 31.7 mmol) dropwise. Then the mixture was heated at 70° C. for 3 h. After cooled to room temperature, the mixture was filtered and the precipitate was collected, dried to give the title compound as a yellow solid (10 g). Starting materials: ClC1=CC=C2CC(NC2=C1)=O (6-chlorooxindole), C(C)OC(C(C)(C)OC1=C(C=C(C=C1)F)C=O)=O (2-(4-fluoro-2-formyl-phenoxy)-2-methyl-propionic acid ethyl ester), N1CCCC1 (pyrrolidine). Reaction SMILES: [Cl:1][C:2]1[CH:10]=[C:9]2[C:5]([CH2:6][C:7](=[O:11])[NH:8]2)=[CH:4][CH:3]=1.[CH2:12]([O:14][C:15](=[O:29])[C:16]([O:19][C:20]1[CH:25]=[CH:24][C:23]([F:26])=[CH:22][C:21]=1[CH:27]=O)([CH3:18])[CH3:17])[CH3:13].N1CCCC1>CO>[CH2:12]([O:14][C:15](=[O:29])[C:16]([O:19][C:20]1[CH:25]=[CH:24][C:23]([F:26])=[CH:22][C:21]=1/[CH:27]=[C:6]1\[C:7](=[O:11])[NH:8][C:9]2[C:5]\1=[CH:4][CH:3]=[C:2]([Cl:1])[CH:10]=2)([CH3:17])[CH3:18])[CH3:13]. Starting materials: Cn1ccccc1=S, CCO, O=[N+]([O-])c1cccc(CCl)c1. The product is [Cl-], C[n+]1ccccc1SCc1cccc([N+](=O)[O-])c1. RXN SMILES: [CH3:12][n:13]1[c:14](=[S:19])[cH:15][cH:16][cH:17][cH:18]1.[CH3:20][CH2:21][OH:22].[N+:1](=[O:2])([O-:3])[c:4]1[cH:5][c:6]([CH2:7][Cl:8])[cH:9][cH:10][cH:11]1>>[Cl-:8].[N+:1](=[O:2])([O-:3])[c:4]1[cH:5][c:6]([CH2:7][S:19][c:14]2[n+:13]([CH3:12])[cH:18][cH:17][cH:16][cH:15]2)[cH:9][cH:10][cH:11]1. Yields the product CC=1N(N=C2C(NC=3C=CC=CC3C21)=O)C2=CC=CC=C2 (1-methyl-2-phenyl-2,5-dihydro-4H-pyrazolo[3,4-c]quinolin-4-one). Procedure: Acetyl chloride (11.0 mL, 152 mmol), acetic acid (13 mL), and phenylhydrazine (15 mL, 152 mmol) were added sequentially to a suspension of ethyl (2-methyl-1H-indol-3-yl)(oxo)acetate (17 g, 76 mmol) in ethanol (380 mL). The reaction mixture was heated at reflux for 18 hours. After cooling to ambient temperature a red solid was isolated by filtration. The solid was boiled in a 1:1 mixture of 0.5 M hydrochloric acid and methanol and filtered to provide 10.8 g of 1-methyl-2-phenyl-2,5-dihydro-4H-pyr... As a reaction SMILES: C(Cl)(=O)C.[C:5]1([NH:11][NH2:12])[CH:10]=[CH:9][CH:8]=[CH:7][CH:6]=1.[CH3:13][C:14]1[NH:15][C:16]2[C:21]([C:22]=1[C:23](=O)[C:24]([O:26]CC)=O)=[CH:20][CH:19]=[CH:18][CH:17]=2.Cl>C(O)C.CO.C(O)(=O)C>[CH3:13][C:14]1[N:11]([C:5]2[CH:10]=[CH:9][CH:8]=[CH:7][CH:6]=2)[N:12]=[C:23]2[C:22]=1[C:21]1[CH:20]=[CH:19][CH:18]=[CH:17][C:16]=1[NH:15][C:24]2=[O:26]. The reactants are Cl (hydrochloric acid), C(C)(=O)Cl (Acetyl chloride), C1(=CC=CC=C1)NN (phenylhydrazine), CC=1NC2=CC=CC=C2C1C(C(=O)OCC)=O (ethyl (2-methyl-1H-indol-3-yl)(oxo)acetate). The yield is 51.6%. Run in CO (methanol), C(C)O (ethanol), C(C)(=O)O (acetic acid).